Task: describe an organic reaction: reactants, conditions, products, and yield. Dataset: the Open Reaction Database (ORD), a public repository of structured organic reaction records The yield is 77.0%. Product: Cl.ClC1=C(C=C(C=C1)C1=C(C=CC(=N1)C(=O)NC1(C2CCCC1CCC2)C(=O)O)C2=C(C=CC=C2OC)OC)OCCCN(C)C (9-({[6-{4-chloro-3-[3-(dimethylamino)propoxy]phenyl}-5-(2,6-dimethoxyphenyl)pyridin-2-yl]carbonyl}amino)bicyclo[3.3.1]nonane-9-carboxylic acid hydrochloride). Procedure: According to the method described in example 1.8, starting from 400 mg (0.85 mmol) of 6-{4-chloro-3-[3-(dimethylamino)propoxy]phenyl}-5-(2,6-dimethoxyphenyl)pyridine-2-carboxylic acid and 218 mg (1.19 mmol) of 9-aminobicyclo[3.3.1]nonane-9-carboxylic acid and after reverse-phase purification and lyophilization, we obtain 220 mg of 9-({[6-{4-chloro-3-[3-(dimethylamino)propoxy]phenyl}-5-(2,6-dimethoxyphenyl)pyridin-2-yl]carbonyl}amino)bicyclo[3.3.1]nonane-9-carboxylic acid hydrochloride in the for... As a reaction SMILES: [Cl:1][C:2]1[CH:7]=[CH:6][C:5]([C:8]2[N:13]=[C:12]([C:14](O)=[O:15])[CH:11]=[CH:10][C:9]=2[C:17]2[C:22]([O:23][CH3:24])=[CH:21][CH:20]=[CH:19][C:18]=2[O:25][CH3:26])=[CH:4][C:3]=1[O:27][CH2:28][CH2:29][CH2:30][N:31]([CH3:33])[CH3:32].[NH2:34][C:35]1([C:44]([OH:46])=[O:45])[CH:40]2[CH2:41][CH2:42][CH2:43][CH:36]1[CH2:37][CH2:38][CH2:39]2>>[ClH:1].[Cl:1][C:2]1[CH:7]=[CH:6][C:5]([C:8]2[N:13]=[C:12]([C:14]([NH:34][C:35]3([C:44]([OH:46])=[O:45])[CH:40]4[CH2:41][CH2:42][CH2:43][CH:36]3[CH2:37][CH2:38][CH2:39]4)=[O:15])[CH:11]=[CH:10][C:9]=2[C:17]2[C:22]([O:23][CH3:24])=[CH:21][CH:20]=[CH:19][C:18]=2[O:25][CH3:26])=[CH:4][C:3]=1[O:27][CH2:28][CH2:29][CH2:30][N:31]([CH3:33])[CH3:32] |f:2.3|. The reactants are ClC1=C(C=C(C=C1)C1=C(C=CC(=N1)C(=O)O)C1=C(C=CC=C1OC)OC)OCCCN(C)C (6-{4-chloro-3-[3-(dimethylamino)propoxy]phenyl}-5-(2,6-dimethoxyphenyl)pyridine-2-carboxylic acid), NC1(C2CCCC1CCC2)C(=O)O (9-aminobicyclo[3.3.1]nonane-9-carboxylic acid). Starting materials: CO, C[O-], CSc1nc(Cl)cc(CN2C(=O)c3ccccc3C2=O)n1, [Na+], [Na]. Yields the product COc1cc(CN2C(=O)c3ccccc3C2=O)nc(SC)n1. As a reaction SMILES: [CH3:26][OH:27].[CH3:2][O-:3].[Cl:5][c:6]1[n:7][c:8]([S:24][CH3:25])[n:9][c:10]([CH2:12][N:13]2[C:14](=[O:23])[c:15]3[c:16]([cH:19][cH:20][cH:21][cH:22]3)[C:17]2=[O:18])[cH:11]1.[Na+:4].[Na:1]>>[CH3:2][O:3][c:6]1[n:7][c:8]([S:24][CH3:25])[n:9][c:10]([CH2:12][N:13]2[C:14](=[O:23])[c:15]3[c:16]([cH:19][cH:20][cH:21][cH:22]3)[C:17]2=[O:18])[cH:11]1.